Dataset: the Open Reaction Database (ORD), a public repository of structured organic reaction records. Task: describe an organic reaction: reactants, conditions, products, and yield Reactants: N1=CC=C(C=C1)C(=O)N=C=S (4-pyridinecarbonyl isothiocyanate), N1=CC=C(C=C1)C(=O)Cl (4-pyridinecarbonyl chloride), COC=1C=C2C(=NC=NC2=CC1OC)OC1=CC=C(N)C=C1 (4-[(6,7-Dimethoxy-4-quinazolinyl)oxy]aniline). Run in C(C)O (ethanol), C(C)O (ethanol), C1(=CC=CC=C1)C (toluene). Conditions: time 2 hour. The product is N1=CC=C(C=C1)C(=O)N=C=S (4-Pyridinecarbonyl isothiocyanate), COC=1C=C2C(=NC=NC2=CC1OC)OC1=CC=C(C=C1)NC(=S)NC(=O)C1=CC=NC=C1 (N-{4-[(6,7-Dimethoxy-4-quinazolinyl)oxy]phenyl}-N′-(4-pyridylcarbonyl)thiourea). Yield: 94.0%. RXN SMILES: N1C=CC(C(Cl)=O)=CC=1.[CH3:10][O:11][C:12]1[CH:13]=[C:14]2[C:19](=[CH:20][C:21]=1[O:22][CH3:23])[N:18]=[CH:17][N:16]=[C:15]2[O:24][C:25]1[CH:31]=[CH:30][C:28]([NH2:29])=[CH:27][CH:26]=1.[N:32]1[CH:37]=[CH:36][C:35]([C:38]([N:40]=[C:41]=[S:42])=[O:39])=[CH:34][CH:33]=1>C1(C)C=CC=CC=1.C(O)C>[N:32]1[CH:37]=[CH:36][C:35]([C:38]([N:40]=[C:41]=[S:42])=[O:39])=[CH:34][CH:33]=1.[CH3:10][O:11][C:12]1[CH:13]=[C:14]2[C:19](=[CH:20][C:21]=1[O:22][CH3:23])[N:18]=[CH:17][N:16]=[C:15]2[O:24][C:25]1[CH:31]=[CH:30][C:28]([NH:29][C:41]([NH:40][C:38]([C:35]2[CH:34]=[CH:33][N:32]=[CH:37][CH:36]=2)=[O:39])=[S:42])=[CH:27][CH:26]=1. Procedure details: 4-Pyridinecarbonyl isothiocyanate was prepared using commercially available 4-pyridinecarbonyl chloride (80 mg) as a starting compound according to the description of the literature. 4-[(6,7-Dimethoxy-4-quinazolinyl)oxy]aniline (50 mg) was dissolved in toluene (5 ml) and ethanol (1 ml) to prepare a solution. A solution of 4-pyridinecarbonyl isothiocyanate in ethanol (1 ml) was then added to the solution, and the mixture was stirred at room temperature for 2 hr. The reaction solution was concentr... Yields the product COC(=O)C1=NN(C(=N1)CN(C)C)C1=C(C=C(C=C1)Cl)C(C1=C(C=CC=C1)Cl)=O (1-[2-(o-chlorobenzoyl)-4-chlorophenyl]-5-(dimethylamino-methyl)-1H-1,2,4-triazole-3-carboxylic acid methyl ester). Reported procedure: For conversion into the methyl ester already mentioned, 10 ml of a 6 N solution of hydrogen chloride in methanol is added to a solution of 2.08 g (0.005 mole) of crude 1-[2-(o-chlorobenzoyl)-4-chlorophenyl]-5-(dimethylamino-methyl)-1H-1,2,4-triazole-3-carboxylic acid in 30 ml of methanol, and the whole is refluxed for 16 hours. The reaction mixture is thereupon concentrated in vacuo. Water is added to the residue, and extraction is performed twice with methylene chloride. The organic phase is wa... Starting materials: methyl ester, solution, Cl (hydrogen chloride), ClC1=C(C(=O)C2=C(C=CC(=C2)Cl)N2N=C(N=C2CN(C)C)C(=O)O)C=CC=C1 (1-[2-(o-chlorobenzoyl)-4-chlorophenyl]-5-(dimethylamino-methyl)-1H-1,2,4-triazole-3-carboxylic acid), CO (methanol), CO (methanol). Reaction SMILES: Cl.[Cl:2][C:3]1[CH:29]=[CH:28][CH:27]=[CH:26][C:4]=1[C:5]([C:7]1[CH:12]=[C:11]([Cl:13])[CH:10]=[CH:9][C:8]=1[N:14]1[C:18]([CH2:19][N:20]([CH3:22])[CH3:21])=[N:17][C:16]([C:23]([OH:25])=[O:24])=[N:15]1)=[O:6].[CH3:30]O>>[CH3:30][O:24][C:23]([C:16]1[N:17]=[C:18]([CH2:19][N:20]([CH3:22])[CH3:21])[N:14]([C:8]2[CH:9]=[CH:10][C:11]([Cl:13])=[CH:12][C:7]=2[C:5](=[O:6])[C:4]2[CH:26]=[CH:27][CH:28]=[CH:29][C:3]=2[Cl:2])[N:15]=1)=[O:25]. The reactants are C1(CCCCC1)C1=CC=C(C=C1)SCCCCOC=1C=C2C=CC(NC2=CC1)=O (6-[4-(4-cyclohexylphenyl-mercapto)-butoxy]-carbostyril), OO (hydrogen peroxide). Yields the product C1(CCCCC1)C1=CC=C(C=C1)S(=O)CCCCOC=1C=C2C=CC(NC2=CC1)=O (6-[4-(4-Cyclohexylphenyl-sulfinyl)-butoxy]-carbostyril). RXN SMILES: [CH:1]1([C:7]2[CH:12]=[CH:11][C:10]([S:13][CH2:14][CH2:15][CH2:16][CH2:17][O:18][C:19]3[CH:20]=[C:21]4[C:26](=[CH:27][CH:28]=3)[NH:25][C:24](=[O:29])[CH:23]=[CH:22]4)=[CH:9][CH:8]=2)[CH2:6][CH2:5][CH2:4][CH2:3][CH2:2]1.[OH:30]O>>[CH:1]1([C:7]2[CH:8]=[CH:9][C:10]([S:13]([CH2:14][CH2:15][CH2:16][CH2:17][O:18][C:19]3[CH:20]=[C:21]4[C:26](=[CH:27][CH:28]=3)[NH:25][C:24](=[O:29])[CH:23]=[CH:22]4)=[O:30])=[CH:11][CH:12]=2)[CH2:2][CH2:3][CH2:4][CH2:5][CH2:6]1. Procedure: Prepared analogous to Example 123 from 6-[4-(4-cyclohexylphenyl-mercapto)-butoxy]-carbostyril and hydrogen peroxide. Reactants: C1CCOC1, CCOC(=O)CN(C1CC1)S(=O)(=O)c1c(C)cc(OC)cc1C, [Li+], [OH-], O. The product is COc1cc(C)c(S(=O)(=O)N(CC(=O)O)C2CC2)c(C)c1. Reaction SMILES: [CH2:26]1[O:27][CH2:28][CH2:29][CH2:30]1.[CH:1]1([N:4]([S:5](=[O:6])(=[O:7])[c:8]2[c:9]([CH3:17])[cH:10][c:11]([O:15][CH3:16])[cH:12][c:13]2[CH3:14])[CH2:18][C:19](=[O:20])[O:21][CH2:22][CH3:23])[CH2:2][CH2:3]1.[Li+:25].[OH-:24].[OH2:31]>>[CH:1]1([N:4]([S:5](=[O:6])(=[O:7])[c:8]2[c:9]([CH3:17])[cH:10][c:11]([O:15][CH3:16])[cH:12][c:13]2[CH3:14])[CH2:18][C:19](=[O:20])[OH:21])[CH2:2][CH2:3]1. Starting materials: ClC=1N=CNC1Cl (4,5-Dichloroimidazole), [OH-].[K+] (Potassium hydroxide), BrCC (1-bromethane), [K+].[Br-] (KBr), BrCCC1=CC2=CC=CC=C2C=C1 (2-(2-bromoethyl)naphthalene). Run in C(C)#N (acetonitrile). Conditions: time 0.5 hour. Yields the product [Br-].C(CCCCCCCCC)[N+]1=CN(C(=C1Cl)Cl)C1(CC2=CC=CC=C2C=C1)CC (1-decyl-3-(2-ethyl-2-naphthyl)-4,5-dichloroimidazolium bromide). As a reaction SMILES: [Cl:1][C:2]1[N:3]=[CH:4][NH:5][C:6]=1[Cl:7].[OH-].[K+].[Br:10][CH2:11][CH3:12].[K+].[Br-].Br[CH2:16][CH2:17][C:18]1[CH:27]=[CH:26][C:25]2[C:20](=[CH:21][CH:22]=[CH:23][CH:24]=2)[CH:19]=1>C(#N)C>[Br-:10].[CH2:16]([N+:3]1[C:2]([Cl:1])=[C:6]([Cl:7])[N:5]([C:18]2([CH2:17][CH3:16])[CH:27]=[CH:26][C:25]3[C:20](=[CH:21][CH:22]=[CH:23][CH:24]=3)[CH2:19]2)[CH:4]=1)[CH2:17][CH2:18][CH2:19][CH2:20][CH2:21][CH2:22][CH2:23][CH2:11][CH3:12] |f:1.2,4.5,8.9|. Procedure: 4,5-Dichloroimidazole (1.23 g, 9 mmol) will be dissolved into acetonitrile. Potassium hydroxide (0.61 g, 9.9 mmol) will be added and the mixture will be allowed to stir for 0.5 h. 1-bromethane (9 mmol) will be added and the solution will be allowed to reflux overnight. The solution will be filtered hot to remove a white precipitate (presumed to be KBr) and 2-(2-bromoethyl)naphthalene (9 mmol) will be added and the mixture will be returned to reflux overnight. The mixture will be allowed to cool ... Starting materials: O (Water), OC1=CC=C(C=N1)NC(C(C)(C)C)=O (N-(6-hydroxy-pyridin-3-yl)-2,2-dimethyl-propionamide), CN(C(=O)Cl)C1=CC=CC=C1 (N -methyl-N-phenylcarbamoyl chloride), N12CCN(CC1)CC2 (1,4-diazabicyclo[2.2.2]octane). The solvent is CN(C=O)C (dimethylformamide). Yields the product CC(C(=O)NC=1C=CC(=NC1)OC(N(C1=CC=CC=C1)C)=O)(C)C (Methyl-phenyl-carbamic acid 5-(2,2-dimethyl-propionylamino)-pyridin-2-yl ester). The yield is 56.0%. Reaction SMILES: [OH:1][C:2]1[N:7]=[CH:6][C:5]([NH:8][C:9](=[O:14])[C:10]([CH3:13])([CH3:12])[CH3:11])=[CH:4][CH:3]=1.[CH3:15][N:16]([C:20]1[CH:25]=[CH:24][CH:23]=[CH:22][CH:21]=1)[C:17](Cl)=[O:18].N12CCN(CC1)CC2.O>CN(C)C=O>[CH3:12][C:10]([CH3:11])([CH3:13])[C:9]([NH:8][C:5]1[CH:4]=[CH:3][C:2]([O:1][C:17](=[O:18])[N:16]([CH3:15])[C:20]2[CH:25]=[CH:24][CH:23]=[CH:22][CH:21]=2)=[N:7][CH:6]=1)=[O:14]. Procedure details: A solution of N-(6-hydroxy-pyridin-3-yl)-2,2-dimethyl-propionamide (0.58 g, 3.00 mmol), N -methyl-N-phenylcarbamoyl chloride (0.51 g, 3.00 mmol) and 1,4-diazabicyclo[2.2.2]octane (0.34 g, 3.00 mmol) in dimethylformamide (20 ml) was stirred at room temperature for 1 hour. Water was added and a thick oil was being formed. The water was decanted and the residue was dissolved in dichloromethane. The solution was dried over sodium sulphate, filtered and evaporated in vacuo yielding the title compound... Run in C(C)O (ethanol). Reactants: C1CSC2(C(CC3=CC=C(C=C23)OC)NC(=O)OC)S1 (6-methoxy-2-(methoxycarbonylamino)indan-1-one ethylene dithioacetal). Product: COC=1C=C2CC(CC2=CC1)NC(=O)OC (5-methoxy-N-methoxycarbonylindan-2-amine). The reagents and catalysts are [Ni] (Raney nickel). Procedure: A mixture of 6-methoxy-2-(methoxycarbonylamino)indan-1-one ethylene dithioacetal (0.12 g), Raney nickel (suspension in water; 5 ml), and ethanol (12 ml) was refluxed for 0.5 hour. The mixture was filtered and the catalyst was washed with hot ethanol. The filtrate and washings were combined and concentrated in vacuo. Purification of the residue by column chromatography on silica gel (eluent; chloroform) gave 5-methoxy-N-methoxycarbonylindan-2-amine (0.08 g). The yield is 93.8%. As a reaction SMILES: C1S[C:4]2([C:12]3[C:7](=[CH:8][CH:9]=[C:10]([O:13][CH3:14])[CH:11]=3)[CH2:6][CH:5]2[NH:15][C:16]([O:18][CH3:19])=[O:17])SC1>[Ni].C(O)C>[CH3:14][O:13][C:10]1[CH:11]=[C:12]2[C:7](=[CH:8][CH:9]=1)[CH2:6][CH:5]([NH:15][C:16]([O:18][CH3:19])=[O:17])[CH2:4]2. Reactants: FC(C(=O)O)(F)F (Trifluoroacetic acid), C(C1=CC=CC=C1)ON(CCCCC#N)C(=O)OC(C)(C)C (O-Benzyl-N-(tert-butoxycarbonyl)-N-(4-cyanobutyl)-hydroxylamine), [O-]S(=O)(=O)[O-].[Ca+2] (Drierite). Solvent: CCO.C(Cl)(Cl)Cl (EtOH CHCl3). The product is C(C1=CC=CC=C1)ONCCCCC#N (O-Benzyl-N-(4-cyanobutyl)hydroxylamine). Isolated yield 75.4%. RXN SMILES: FC(F)(F)C(O)=O.[CH2:8]([O:15][N:16](C(OC(C)(C)C)=O)[CH2:17][CH2:18][CH2:19][CH2:20][C:21]#[N:22])[C:9]1[CH:14]=[CH:13][CH:12]=[CH:11][CH:10]=1.[O-]S([O-])(=O)=O.[Ca+2]>CCO.C(Cl)(Cl)Cl>[CH2:8]([O:15][NH:16][CH2:17][CH2:18][CH2:19][CH2:20][C:21]#[N:22])[C:9]1[CH:14]=[CH:13][CH:12]=[CH:11][CH:10]=1 |f:2.3,4.5|. Reported procedure: Trifluoroacetic acid (TFA, 16 mL) was added to (B) (2.59 g, 8.51 mmol), and the solution stirred at room temperature for 20 min (Drierite tube). Excess TFA was removed on the rotovap, saturated NaHCO3 (50 mL) was added and the product was extracted into ether (3×50 mL). After a brine wash (50 mL), the organic extracts were concentrated to yield 1.77 g crude product. Column chromatography with 3% EtOH/CHCl3 furnished 1.31 g of (3) (75% yield), which has been previously prepared: NMR δ1.5-1.7 (m, ... The reactants are Brc1cccs1, C1CCOC1, CN1CCC(OC(=O)C(=O)c2cccs2)CC1, [Cl-], I, [Mg], [NH4+]. Yields the product CN1CCC(OC(=O)C(O)(c2cccs2)c2cccs2)CC1. RXN SMILES: [Br:1][c:2]1[s:3][cH:4][cH:5][cH:6]1.[CH2:28]1[O:29][CH2:30][CH2:31][CH2:32]1.[CH3:9][N:10]1[CH2:11][CH2:12][CH:13]([O:16][C:17]([C:18]([c:19]2[s:20][cH:21][cH:22][cH:23]2)=[O:24])=[O:25])[CH2:14][CH2:15]1.[Cl-:26].[I:8].[Mg:7].[NH4+:27]>>[c:2]1([C:18]([C:17]([O:16][CH:13]2[CH2:12][CH2:11][N:10]([CH3:9])[CH2:15][CH2:14]2)=[O:25])([c:19]2[s:20][cH:21][cH:22][cH:23]2)[OH:24])[s:3][cH:4][cH:5][cH:6]1. Starting materials: alkanes, C(C)=C1C2CC=C(C1)C2 (5-ethylidene-1-norbornene), C=CC (propylene), C=C (ethylene), B(C1=C(F)C(F)=C(F)C(F)=C1F)(C1=C(F)C(F)=C(F)C(F)=C1F)C1=C(F)C(F)=C(F)C(F)=C1F (B(C6F5)3), solution, rac-[1,2-ethanediylbis(1-(2-methyl-4-phenyl)indenyl)]zirconium. The solvent is C1(=CC=CC=C1)C (toluene), C1(=CC=CC=C1)C (toluene). Run at temperature 60 celsius, time 15 minute. Product: C=C.C=CC.C(C)=C1C2C=CC(C1)C2 (ethylene/propylene ethylidene norbornene). As a reaction SMILES: [CH:1](=[C:3]1[CH2:8][C:7]2[CH2:9][CH:4]1[CH2:5][CH:6]=2)[CH3:2].[CH2:10]=[CH:11][CH3:12].C=C.B(C1C(F)=C(F)C(F)=C(F)C=1F)(C1C(F)=C(F)C(F)=C(F)C=1F)C1C(F)=C(F)C(F)=C(F)C=1F>C1(C)C=CC=CC=1>[CH2:1]=[CH2:2].[CH2:10]=[CH:11][CH3:12].[CH:1](=[C:3]1[CH2:8][CH:7]2[CH2:9][CH:4]1[CH:5]=[CH:6]2)[CH3:2] |f:5.6.7|. Reported procedure: A 2 L batch reactor is charged with 500 mL of mixed alkanes, 75 mL of 5-ethylidene-1-norbornene, and 500 mL of liquefied propylene. The reactor is heated to 60° C., and is saturated with ethylene at 500 psig (3.4 MPa). In an inert atmosphere drybox, 10 μmol of a 0.005M solution in toluene of rac-[1,2-ethanediylbis(1-(2-methyl-4-phenyl)indenyl)]zirconium (trans,trans-1,4-diphenyl-1,3-butadiene) and 10 μmol of a 0.005 m solution of B(C6F5)3 in toluene are combined and the mixture is transferred to...